From a dataset of the Open Reaction Database (ORD), a public repository of structured organic reaction records. describe an organic reaction: reactants, conditions, products, and yield Reactants: CC(C)(c1ccccc1)C(O)C=CBr, C[Si](C)(C)Cl, C1CCOC1, c1c[nH]cn1. The product is CC(C)(c1ccccc1)C(C=CBr)O[Si](C)(C)C. RXN SMILES: [Br:1][CH:2]=[CH:3][CH:4]([C:5]([CH3:6])([c:7]1[cH:8][cH:9][cH:10][cH:11][cH:12]1)[CH3:13])[OH:14].[CH3:20][Si:21]([CH3:22])([CH3:23])[Cl:24].[O:25]1[CH2:26][CH2:27][CH2:28][CH2:29]1.[nH:15]1[cH:16][cH:17][n:18][cH:19]1>>[Br:1][CH:2]=[CH:3][CH:4]([C:5]([CH3:6])([c:7]1[cH:8][cH:9][cH:10][cH:11][cH:12]1)[CH3:13])[O:14][Si:21]([CH3:20])([CH3:22])[CH3:23]. Reactants: [Br-], COc1ccc2cc[nH]c2n1, CCCC[N+](CCCC)(CCCC)CCCC, ClCCl, [Na+], [OH-], O=S(=O)(Cl)c1ccccc1. Yields the product COc1ccc2ccn(S(=O)(=O)c3ccccc3)c2n1. Reaction SMILES: [Br-:24].[CH3:1][O:2][c:3]1[cH:4][cH:5][c:6]2[c:7]([n:8]1)[nH:9][cH:10][cH:11]2.[CH3:25][CH2:26][CH2:27][CH2:28][N+:29]([CH2:30][CH2:31][CH2:32][CH3:33])([CH2:34][CH2:35][CH2:36][CH3:37])[CH2:38][CH2:39][CH2:40][CH3:41].[Cl:42][CH2:43][Cl:44].[Na+:13].[OH-:12].[c:14]1([S:20](=[O:21])(=[O:22])[Cl:23])[cH:15][cH:16][cH:17][cH:18][cH:19]1>>[CH3:1][O:2][c:3]1[cH:4][cH:5][c:6]2[c:7]([n:8]1)[n:9]([S:20]([c:14]1[cH:15][cH:16][cH:17][cH:18][cH:19]1)(=[O:21])=[O:22])[cH:10][cH:11]2.